This data is from the Open Reaction Database (ORD), a public repository of structured organic reaction records. The task is: describe an organic reaction: reactants, conditions, products, and yield Reaction SMILES: [BH3:1].[CH3:19][OH:20].[CH3:2][c:3]1[cH:4][c:5]([C:6]#[N:7])[cH:8][c:9]([CH3:12])[c:10]1[OH:11].[ClH:13].[O:14]1[CH2:15][CH2:16][CH2:17][CH2:18]1>>[CH3:2][c:3]1[cH:4][c:5]([CH2:6][NH2:7])[cH:8][c:9]([CH3:12])[c:10]1[OH:11].[ClH:13]. The product is Cc1cc(CN)cc(C)c1O, Cl. Starting materials: B, CO, Cc1cc(C#N)cc(C)c1O, Cl, C1CCOC1. The reactants are Br.FC(C=1C=C(N=NC1C1=NC2=NC=CC(=C2C=C1)NC1=NC=C(C=C1)C(F)(F)F)O)(F)F (5-(trifluoromethyl)-6-(5-{[5-(trifluoromethyl)pyridin-2-yl]amino}-1,8-naphthyridin-2-yl)pyridazin-3-ol hydrobromide), O=P(Cl)(Cl)Cl (POCl3). The product is ClC1=CC(=C(N=N1)C1=CC=C2C(=CC=NC2=N1)NC1=NC=C(C=C1)C(F)(F)F)C(F)(F)F (7-[6-Chloro-4-(trifluoromethyl)pyridazin-3-yl]-N-[5-(trifluoromethyl)pyridin-2-yl]-1,8-naphthyridin-4-amine). As a reaction SMILES: Br.[F:2][C:3]([F:33])([F:32])[C:4]1[CH:5]=[C:6](O)[N:7]=[N:8][C:9]=1[C:10]1[CH:19]=[CH:18][C:17]2[C:12](=[N:13][CH:14]=[CH:15][C:16]=2[NH:20][C:21]2[CH:26]=[CH:25][C:24]([C:27]([F:30])([F:29])[F:28])=[CH:23][N:22]=2)[N:11]=1.O=P(Cl)(Cl)[Cl:36]>>[Cl:36][C:6]1[N:7]=[N:8][C:9]([C:10]2[N:11]=[C:12]3[C:17]([C:16]([NH:20][C:21]4[CH:26]=[CH:25][C:24]([C:27]([F:30])([F:29])[F:28])=[CH:23][N:22]=4)=[CH:15][CH:14]=[N:13]3)=[CH:18][CH:19]=2)=[C:4]([C:3]([F:33])([F:32])[F:2])[CH:5]=1 |f:0.1|. Reported procedure: Dissolve 5-(trifluoromethyl)-6-(5-{[5-(trifluoromethyl)pyridin-2-yl]amino}-1,8-naphthyridin-2-yl)pyridazin-3-ol hydrobromide in neat POCl3 (20 mL). Heat the mixture at reflux for 4 hours. Cool and evaporate to dryness. Add toluene (25 mL) and remove the solvent under reduced pressure. Dissolve the residue in CH2Cl2 (30 mL) and sat. NaHCO3 (aq) (30 mL). Extract the aqueous phase with CH2Cl2 (3×30 mL). Combine, dry and evaporate the organic extracts to yield the title compound. LC/MS (MH+) 472.04. The reactants are O=C(CCC1=NC=CC=C1)NNC(=O)N1C2=C(OC3=C(C1)C=CC=C3)C=CC(=C2)Cl (8-chlorodibenz[b,f][1,4]oxazepine-10(11H)carboxylic acid, 2-[1-oxo-3-(2-pyridinyl)propyl]hydrazide), ClC1=CC2=C(OC3=C(CN2C(=O)Cl)C=CC=C3)C=C1 (8-chlorodibenz[b,f][1,4]-oxazepine-10(11H)-carbonyl chloride), product, FC(C(=O)NN)(C(C1=CC=NC=C1)O)F (α,α-difluoro-β-hydroxy-3-(4-pyridinyl)-propanoic acid, hydrazide). Run in Cl (HCl), C(C)(=O)O (acetic acid). Product: FC(C(=O)NNC(=O)N1C2=C(OC3=C(C1)C=CC=C3)C=CC(=C2)Cl)(C(C2=CC=NC=C2)O)F (8-chlorodibenz[b,f][1,4]oxazepine-10(11H)-carboxylic acid, 2-[2,2-difluoro-3-hydroxy-1-oxo-3-(4-pyridinyl)propyl]hydrazide), hydrochloride salt. As a reaction SMILES: O=C(NN[C:13]([N:15]1[CH2:21][C:20]2[CH:22]=[CH:23][CH:24]=[CH:25][C:19]=2[O:18][C:17]2[CH:26]=[CH:27][C:28]([Cl:30])=[CH:29][C:16]1=2)=[O:14])CCC1C=CC=CN=1.[F:31][C:32]([F:45])([CH:37]([OH:44])[C:38]1[CH:43]=[CH:42][N:41]=[CH:40][CH:39]=1)[C:33]([NH:35][NH2:36])=[O:34].ClC1C=CC2OC3C=CC=CC=3CN(C(Cl)=O)C=2C=1>C(O)(=O)C.Cl>[F:45][C:32]([F:31])([CH:37]([OH:44])[C:38]1[CH:43]=[CH:42][N:41]=[CH:40][CH:39]=1)[C:33]([NH:35][NH:36][C:13]([N:15]1[CH2:21][C:20]2[CH:22]=[CH:23][CH:24]=[CH:25][C:19]=2[O:18][C:17]2[CH:26]=[CH:27][C:28]([Cl:30])=[CH:29][C:16]1=2)=[O:14])=[O:34]. Procedure details: The free base of 8-chlorodibenz[b,f][1,4]oxazepine-10(11H)-carboxylic acid, 2-[2,2-difluoro-3-hydroxy-1-oxo-3-(4-pyridinyl)propyl]hydrazide (51) was prepared in the same manner as 8-chlorodibenz[b,f][1,4]oxazepine-10(11H)-carboxylic acid, 2-[1-oxo-3-(2-pyridinyl)propyl]hydrazide (6), as described above in Example 6, on a 1.75 mmol scale from α,α-difluoro-β-hydroxy-3-(4-pyridinyl)-propanoic acid, hydrazide (50), prepared in the manner described above in Example 50, and 8-chlorodibenz[b,f][1,4]-ox... Reactants: FC=1C=C2NC=C(C[C@H](N)C(=O)O)C2=CC1 (6-Fluorotryptophan). Solvent: C1CCOC1 (THF). Reaction conditions: temperature 0 celsius. The product is NC(CO)CC1=CNC2=CC(=CC=C12)F (2-Amino-3-(6-fluoro-1H-indol-3-yl)propan-1-ol). Yield: 117.5%. Reaction SMILES: [F:1][C:2]1[CH:3]=[C:4]2[C:14](=[CH:15][CH:16]=1)[C:7]([CH2:8][C@@H:9]([C:11](O)=[O:12])[NH2:10])=[CH:6][NH:5]2>C1COCC1>[NH2:10][CH:9]([CH2:8][C:7]1[C:14]2[C:4](=[CH:3][C:2]([F:1])=[CH:16][CH:15]=2)[NH:5][CH:6]=1)[CH2:11][OH:12]. Procedure: 6-Fluorotryptophan (1.9 g, 9.153 mmol) was dissolved in THF (50 mL) and cooled to 0° C. in an ice bath. BH3.Me2S complex (2.55 mL, 26.87 mmol) was added and the reaction mixture was heated at reflux for 21 h. The reaction mixture was then cooled in an ice bath and cautiously quenched by the dropwise addition of MeOH (5 mL). The crude reaction mixture was then concentrated in vacuo. The crude product was dissolved in EtOAc (50 mL) and extracted with aqueous NaOH (20% w/v, 2×50 mL) after which the... Starting materials: C[N+]1([O-])CCOCC1, CC#N, OCc1cn(-c2ccccc2)c(Sc2ccccc2)n1. The product is O=Cc1cn(-c2ccccc2)c(Sc2ccccc2)n1. Reaction SMILES: [CH3:21][N+:22]1([O-:28])[CH2:23][CH2:24][O:25][CH2:26][CH2:27]1.[CH3:29][C:30]#[N:31].[c:1]1(-[n:7]2[c:8]([S:14][c:15]3[cH:16][cH:17][cH:18][cH:19][cH:20]3)[n:9][c:10]([CH2:12][OH:13])[cH:11]2)[cH:2][cH:3][cH:4][cH:5][cH:6]1>>[c:1]1(-[n:7]2[c:8]([S:14][c:15]3[cH:16][cH:17][cH:18][cH:19][cH:20]3)[n:9][c:10]([CH:12]=[O:13])[cH:11]2)[cH:2][cH:3][cH:4][cH:5][cH:6]1. Starting materials: O=C(CBr)c1ccc([N+](=O)[O-])cc1, ClCCl, COc1cc2c(cc1OC)CNCC2, CCO. Product: Br, COc1cc2c(cc1OC)CN(CC(=O)c1ccc([N+](=O)[O-])cc1)CC2. As a reaction SMILES: [Br:15][CH2:16][C:17](=[O:18])[c:19]1[cH:20][cH:21][c:22]([N+:25](=[O:26])[O-:27])[cH:23][cH:24]1.[CH2:31]([Cl:32])[Cl:33].[CH3:1][O:2][c:3]1[cH:4][c:5]2[c:10]([cH:11][c:12]1[O:13][CH3:14])[CH2:9][NH:8][CH2:7][CH2:6]2.[CH3:28][CH2:29][OH:30]>>[BrH:15].[CH3:1][O:2][c:3]1[cH:4][c:5]2[c:10]([cH:11][c:12]1[O:13][CH3:14])[CH2:9][N:8]([CH2:16][C:17](=[O:18])[c:19]1[cH:20][cH:21][c:22]([N+:25](=[O:26])[O-:27])[cH:23][cH:24]1)[CH2:7][CH2:6]2. Reactants: CC(C)(C)n1nnc(-c2ccccc2C=O)n1, CC(=O)O, CO, Nc1n[nH]c2ncnc(Nc3cccc(Cl)c3)c12. Yields the product CC(C)(C)n1nnc(-c2ccccc2C=Nc2n[nH]c3ncnc(Nc4cccc(Cl)c4)c23)n1. As a reaction SMILES: [C:23]([CH3:24])([CH3:25])([CH3:26])[n:27]1[n:28][c:29](-[c:32]2[c:33]([CH:34]=[O:35])[cH:36][cH:37][cH:38][cH:39]2)[n:30][n:31]1.[CH3:19][C:20](=[O:21])[OH:22].[CH3:40][OH:41].[NH2:1][c:2]1[n:3][nH:4][c:5]2[n:6][cH:7][n:8][c:9]([NH:11][c:12]3[cH:13][c:14]([Cl:18])[cH:15][cH:16][cH:17]3)[c:10]12>>[N:1]([c:2]1[n:3][nH:4][c:5]2[n:6][cH:7][n:8][c:9]([NH:11][c:12]3[cH:13][c:14]([Cl:18])[cH:15][cH:16][cH:17]3)[c:10]12)=[CH:34][c:33]1[c:32](-[c:29]2[n:28][n:27]([C:23]([CH3:24])([CH3:25])[CH3:26])[n:31][n:30]2)[cH:39][cH:38][cH:37][cH:36]1. Yields the product C(C)(C)(C)OC(=O)NC=1C(=CC(=C(C1)N1C=C(C(C2=CC(=C(C(=C12)C#C[Si](C)(C)C)F)F)=O)C(=O)OCC)F)F (Ethyl 1-(5-Tert-butoxycarbonylamino-2,4-difluorophenyl)-6,7-difluoro-8-(trimethylsilylethynyl)-4-oxo-1,4-dihydroquinoline-3-carboxylate). Solvent: C1(=CC=CC=C1)C (toluene). The reagents and catalysts are C=1C=CC(=CC1)[P](C=2C=CC=CC2)(C=3C=CC=CC3)[Pd]([P](C=4C=CC=CC4)(C=5C=CC=CC5)C=6C=CC=CC6)([P](C=7C=CC=CC7)(C=8C=CC=CC8)C=9C=CC=CC9)[P](C=1C=CC=CC1)(C=1C=CC=CC1)C=1C=CC=CC1 (tetrakis(triphenylphosphine)palladium). The yield is 74.4%. As a reaction SMILES: [C:1]([O:5][C:6]([NH:8][C:9]1[C:10]([F:35])=[CH:11][C:12]([F:34])=[C:13]([N:15]2[C:24]3[C:19](=[CH:20][C:21]([F:27])=[C:22]([F:26])[C:23]=3Br)[C:18](=[O:28])[C:17]([C:29]([O:31][CH2:32][CH3:33])=[O:30])=[CH:16]2)[CH:14]=1)=[O:7])([CH3:4])([CH3:3])[CH3:2].C([Sn]([C:49]#[C:50][Si:51]([CH3:54])([CH3:53])[CH3:52])(CCCC)CCCC)CCC>C1C=CC([P]([Pd]([P](C2C=CC=CC=2)(C2C=CC=CC=2)C2C=CC=CC=2)([P](C2C=CC=CC=2)(C2C=CC=CC=2)C2C=CC=CC=2)[P](C2C=CC=CC=2)(C2C=CC=CC=2)C2C=CC=CC=2)(C2C=CC=CC=2)C2C=CC=CC=2)=CC=1.C1(C)C=CC=CC=1>[C:1]([O:5][C:6]([NH:8][C:9]1[C:10]([F:35])=[CH:11][C:12]([F:34])=[C:13]([N:15]2[C:24]3[C:19](=[CH:20][C:21]([F:27])=[C:22]([F:26])[C:23]=3[C:49]#[C:50][Si:51]([CH3:54])([CH3:53])[CH3:52])[C:18](=[O:28])[C:17]([C:29]([O:31][CH2:32][CH3:33])=[O:30])=[CH:16]2)[CH:14]=1)=[O:7])([CH3:4])([CH3:3])[CH3:2] |^1:58,60,79,98|. Reported procedure: Ethyl 1-(5-tert-butoxycarbonylamino-2,4-difluorophenyl)-8-bromo-6,7-difluoro-4-oxo-1,4-dihydroquinoline-3-carboxylate (6 g), tributylstannyltrimethylsilylacetylene (6 g) and tetrakis(triphenylphosphine)palladium (0.4 g) were added to dry toluene (30 ml). This suspension was heated under reflux overnight in a nitrogen atmosphere. After the temperature of the reaction mixture was given back to room temperature, the solvent was distilled off under reduced pressure. Ethyl acetate was added to the re... Starting materials: C(C)(C)(C)OC(=O)NC=1C(=CC(=C(C1)N1C=C(C(C2=CC(=C(C(=C12)Br)F)F)=O)C(=O)OCC)F)F (Ethyl 1-(5-tert-butoxycarbonylamino-2,4-difluorophenyl)-8-bromo-6,7-difluoro-4-oxo-1,4-dihydroquinoline-3-carboxylate), C(CCC)[Sn](CCCC)(CCCC)C#C[Si](C)(C)C (tributylstannyltrimethylsilylacetylene). Reactants: Cl.C1(=CC=CC=C1)C1=NC2=CC=CC=C2C(=C1)C(=O)Cl (2-phenylquinoline-4-carboxylic acid chloride hydrochloride), CNC(C)CC (N-methylbut-2-ylamine). The solvent is C(Cl)Cl (methylene chloride). Yields the product CN(C(=O)C1=CC(=NC2=CC=CC=C12)C1=CC=CC=C1)C(CC)C (N-methyl-N-(1-methylpropyl)-2-phenylquinoline-4-carboxamide). Reaction SMILES: Cl.[C:2]1([C:8]2[CH:17]=[C:16]([C:18](Cl)=[O:19])[C:15]3[C:10](=[CH:11][CH:12]=[CH:13][CH:14]=3)[N:9]=2)[CH:7]=[CH:6][CH:5]=[CH:4][CH:3]=1.[CH3:21][NH:22][CH:23]([CH2:25][CH3:26])[CH3:24]>C(Cl)Cl>[CH3:21][N:22]([CH:23]([CH3:24])[CH2:25][CH3:26])[C:18]([C:16]1[C:15]2[C:10](=[CH:11][CH:12]=[CH:13][CH:14]=2)[N:9]=[C:8]([C:2]2[CH:7]=[CH:6][CH:5]=[CH:4][CH:3]=2)[CH:17]=1)=[O:19] |f:0.1|. Procedure: The procedure of Example 42 is followed using 2-phenylquinoline-4-carboxylic acid chloride hydrochloride (10.7 g) and N-methylbut-2-ylamine (10.5 g) in methylene chloride (75 ml) as the starting materials.